From a dataset of the Open Reaction Database (ORD), a public repository of structured organic reaction records. describe an organic reaction: reactants, conditions, products, and yield Starting materials: ClC1=NC=C(C2=CC=C(C=C12)S(=O)(=O)Cl)Cl (1,4-Dichloro-7-isoquinolinesulphonyl chloride), ClN1C(CCC1=O)=O (N-chlorosuccinimide), C1(NC=CC2=CC=CC=C12)=O (1-(2H)-isoquinolone). Solvent: CC#N (MeCN), CC#N (MeCN). The product is ClC1=CNC(C2=CC=CC=C12)=O (4-chloro-1(2H)-isoquinolone). RXN SMILES: Cl[C:2]1[C:11]2[C:6](=[CH:7][CH:8]=[C:9](S(Cl)(=O)=O)[CH:10]=2)[C:5]([Cl:16])=[CH:4][N:3]=1.ClN1C(=[O:23])CCC1=O.C1(=O)C2C(=CC=CC=2)C=CN1>CC#N>[Cl:16][C:5]1[C:6]2[C:11](=[CH:10][CH:9]=[CH:8][CH:7]=2)[C:2](=[O:23])[NH:3][CH:4]=1. Procedure details: 1,4-Dichloro-7-isoquinolinesulphonyl chloride ##STR107## A solution of N-chlorosuccinimide (9.66 g, 72 mmol) in MeCN (80 mL) was added dropwise to a stirred solution of 1-(2H)-isoquinolone (10 g, 69 mmol) in MeCN (250 mL) which was being heated under reflux. The mixture was heated under reflux for an additional 1.5 h and then cooled to room temperature. The resulting precipitate was collected by filtration, with MeCN rinsing, and then dried in vacuo to give 4-chloro-1(2H)-isoquinolone (11.3 g, 6... Starting materials: BrC1CCCC1, O=C([O-])[O-], ClCCCOc1ccccc1Nc1nc(Cl)nc2[nH]cnc12, [K+], [K+], CN(C)C=O. Yields the product ClCCCOc1ccccc1Nc1nc(Cl)nc2c1ncn2C1CCCC1. As a reaction SMILES: [Br:23][CH:24]1[CH2:25][CH2:26][CH2:27][CH2:28]1.[C:29](=[O:30])([O-:31])[O-:32].[Cl:1][CH2:2][CH2:3][CH2:4][O:5][c:6]1[c:7]([NH:12][c:13]2[c:14]3[n:15][cH:16][nH:17][c:18]3[n:19][c:20]([Cl:22])[n:21]2)[cH:8][cH:9][cH:10][cH:11]1.[K+:33].[K+:34].[O:35]=[CH:36][N:37]([CH3:38])[CH3:39]>>[Cl:1][CH2:2][CH2:3][CH2:4][O:5][c:6]1[c:7]([NH:12][c:13]2[c:14]3[n:15][cH:16][n:17]([CH:24]4[CH2:25][CH2:26][CH2:27][CH2:28]4)[c:18]3[n:19][c:20]([Cl:22])[n:21]2)[cH:8][cH:9][cH:10][cH:11]1. Reactants: COC1=CC=C(N=CC2=CC=C(C=C2)S(=O)(=O)C)C=C1 (4-methoxy-N-(4-methylsulfonylbenzylidene)aniline), C[Si](C)(C)C#N (trimethylsilyl cyanide), O (water). Reagents/catalysts: [Cl-].[Zn+2].[Cl-] (zinc chloride). The solvent is O1CCCC1 (tetrahydrofuran). Product: COC1=CC=C(NC(C#N)C2=CC=C(C=C2)S(=O)(=O)C)C=C1 (α-(4-Methoxyanilino)-α-(4-methylsulfonylphenyl)acetonitrile). Isolated yield 65.1%. RXN SMILES: [CH3:1][O:2][C:3]1[CH:20]=[CH:19][C:6]([N:7]=[CH:8][C:9]2[CH:14]=[CH:13][C:12]([S:15]([CH3:18])(=[O:17])=[O:16])=[CH:11][CH:10]=2)=[CH:5][CH:4]=1.C[Si]([C:25]#[N:26])(C)C.O>O1CCCC1.[Cl-].[Zn+2].[Cl-]>[CH3:1][O:2][C:3]1[CH:4]=[CH:5][C:6]([NH:7][CH:8]([C:9]2[CH:14]=[CH:13][C:12]([S:15]([CH3:18])(=[O:17])=[O:16])=[CH:11][CH:10]=2)[C:25]#[N:26])=[CH:19][CH:20]=1 |f:4.5.6|. Procedure details: 1.48 g (5.1 mmol) of 4-methoxy-N-(4-methylsulfonylbenzylidene)aniline [prepared as described in step (i) above] were suspended in 15 ml of anhydrous tetrahydrofuran, and 0.80 ml (6.0 mmol) of 95% trimethylsilyl cyanide and 0.85 g (6.0 mmol) of zinc chloride were added to the resulting suspension at 0° C., whilst stirring. The temperature of the reaction mixture was then allowed to return to room temperature, and the mixture was stirred overnight. At the end of this time, water was added and the ... Reactants: CN(C)CC1=CC=2CN(CCC2O1)C(C1=CC=C(C=C1)C(C1=CC=C(C=C1)Cl)=O)=O (N,N-Dimethyl-[5-[4-(4-chlorobenzoyl)benzoyl]-4,5,6,7-tetrahydrofuro[3,2-c]pyridin-2-ylmethyl]amine), Cl (hydrogen chloride). Solvent: CO (methanol), C(C)(=O)OCC (ethyl acetate). The product is Cl.CN(C)CC1=CC=2CN(CCC2O1)C(C1=CC=C(C=C1)C(C1=CC=C(C=C1)Cl)=O)=O (N,N-dimethyl-[5-[4-(4-chlorobenzoyl)benzoyl]-4,5,6,7-tetrahydrofuro[3,2-c]pyridin-2-ylmethyl]amine hydrochloride). RXN SMILES: [CH3:1][N:2]([CH2:4][C:5]1[O:13][C:12]2[CH2:11][CH2:10][N:9]([C:14](=[O:30])[C:15]3[CH:20]=[CH:19][C:18]([C:21](=[O:29])[C:22]4[CH:27]=[CH:26][C:25]([Cl:28])=[CH:24][CH:23]=4)=[CH:17][CH:16]=3)[CH2:8][C:7]=2[CH:6]=1)[CH3:3].Cl>CO.C(OCC)(=O)C>[ClH:28].[CH3:3][N:2]([CH2:4][C:5]1[O:13][C:12]2[CH2:11][CH2:10][N:9]([C:14](=[O:30])[C:15]3[CH:20]=[CH:19][C:18]([C:21](=[O:29])[C:22]4[CH:23]=[CH:24][C:25]([Cl:28])=[CH:26][CH:27]=4)=[CH:17][CH:16]=3)[CH2:8][C:7]=2[CH:6]=1)[CH3:1] |f:4.5|. Procedure details: N,N-Dimethyl-[5-[4-(4-chlorobenzoyl)benzoyl]-4,5,6,7-tetrahydrofuro[3,2-c]pyridin-2-ylmethyl]amine 0.319 g was dissolved in methanol; hydrogen chloride in ethyl acetate was added in excess, followed by stirring. After this mixture was concentrated, the resulting solid was washed with diethyl ether to yield the desired product. The reactants are O=C(Cl)c1ccc(Cl)cc1Cl, [H-], [Na+], C1COCCO1, O, NS(=O)(=O)C=Cc1cccnc1. Product: O=C(NS(=O)(=O)C=Cc1cccnc1)c1ccc(Cl)cc1Cl. RXN SMILES: [Cl:15][c:16]1[c:17]([C:18](=[O:19])[Cl:20])[cH:21][cH:22][c:23]([Cl:25])[cH:24]1.[H-:1].[Na+:2].[O:27]1[CH2:28][CH2:29][O:30][CH2:31][CH2:32]1.[OH2:26].[n:3]1[cH:4][c:5]([CH:9]=[CH:10][S:11](=[O:12])(=[O:13])[NH2:14])[cH:6][cH:7][cH:8]1>>[n:3]1[cH:4][c:5]([CH:9]=[CH:10][S:11](=[O:12])(=[O:13])[NH:14][C:18]([c:17]2[c:16]([Cl:15])[cH:24][c:23]([Cl:25])[cH:22][cH:21]2)=[O:19])[cH:6][cH:7][cH:8]1. Reactants: ClC1=CC2=C(C=N1)C=NN2C2=CC=CC(=N2)N2CCN(CC(C2)(C)OC)C(=O)OC(C)(C)C (tert-butyl 4-(6-(6-chloro-1H-pyrazolo[4,3-c]pyridin-1-yl)pyridin-2-yl)-6-methoxy-6-methyl-1,4-diazepane-1-carboxylate), CC1(OB(OC1(C)C)C=1C=NNC1)C (4-(4,4,5,5-tetramethyl-1,3,2-dioxaborolan-2-yl)-1H-pyrazole), C(=O)([O-])[O-].[Na+].[Na+] (Na2CO3). RXN SMILES: Cl[C:2]1[N:7]=[CH:6][C:5]2[CH:8]=[N:9][N:10]([C:11]3[N:16]=[C:15]([N:17]4[CH2:23][C:22]([O:25][CH3:26])([CH3:24])[CH2:21][N:20]([C:27]([O:29][C:30]([CH3:33])([CH3:32])[CH3:31])=[O:28])[CH2:19][CH2:18]4)[CH:14]=[CH:13][CH:12]=3)[C:4]=2[CH:3]=1.CC1(C)C(C)(C)OB([C:42]2[CH:43]=[N:44][NH:45][CH:46]=2)O1.C([O-])([O-])=O.[Na+].[Na+]>O1CCOCC1.C1C=CC(P(C2C=CC=CC=2)[C-]2C=CC=C2)=CC=1.C1C=CC(P(C2C=CC=CC=2)[C-]2C=CC=C2)=CC=1.Cl[Pd]Cl.[Fe+2]>[NH:44]1[CH:43]=[C:42]([C:2]2[N:7]=[CH:6][C:5]3[CH:8]=[N:9][N:10]([C:11]4[N:16]=[C:15]([N:17]5[CH2:23][C:22]([O:25][CH3:26])([CH3:24])[CH2:21][N:20]([C:27]([O:29][C:30]([CH3:33])([CH3:32])[CH3:31])=[O:28])[CH2:19][CH2:18]5)[CH:14]=[CH:13][CH:12]=4)[C:4]=3[CH:3]=2)[CH:46]=[N:45]1 |f:2.3.4,6.7.8.9|. Procedure details: A suspension of tert-butyl 4-(6-(6-chloro-1H-pyrazolo[4,3-c]pyridin-1-yl)pyridin-2-yl)-6-methoxy-6-methyl-1,4-diazepane-1-carboxylate (420 mg, 0.89 mmol), 4-(4,4,5,5-tetramethyl-1,3,2-dioxaborolan-2-yl)-1H-pyrazole (173 mg, 0.89 mmol), Pd(dppf)Cl2 (65 mg, 0.089 mmol), and a solution of Na2CO3 (2.0 M, 0.9 mL) in 1,4-dioxane (15 mL) under argon in a sealed vial was heated in a microwave oven at 120° C. for 1 hour. The reaction mixture was filtered and the filtrate was concentrated under reduced pr... The solvent is O1CCOCC1 (1,4-dioxane). Yields the product N1N=CC(=C1)C1=CC2=C(C=N1)C=NN2C2=CC=CC(=N2)N2CCN(CC(C2)(C)OC)C(=O)OC(C)(C)C (tert-butyl 4-(6-(6-(1H-pyrazol-4-yl)-1H-pyrazolo[4,3-c]pyridin-1-yl)pyridin-2-yl)-6-methoxy-6-methyl-1,4-diazepane-1-carboxylate). Yield: 63.0%. The reagents and catalysts are C1=CC=C(C=C1)P([C-]2C=CC=C2)C3=CC=CC=C3.C1=CC=C(C=C1)P([C-]2C=CC=C2)C3=CC=CC=C3.Cl[Pd]Cl.[Fe+2] (Pd(dppf)Cl2). Starting materials: BrC(CC)C1C2=C(C(C(C3=C1C=CC=C3)(F)F)(F)F)C=CC=C2 (5-(1-bromopropyl)-10,10,11,11-tetrafluoro-5H-dibenzo[a,d]cycloheptene), N (ammonia), N (ammonia). Yields the product FC1(C(C2=C(C(C3=C1C=CC=C3)CCCN)C=CC=C2)(F)F)F (10,11-dihydro-10,10,11,11-tetrafluoro-5H-dibenzo[a,d]cycloheptene-5-propylamine). As a reaction SMILES: Br[CH:2]([CH:5]1[C:11]2[CH:12]=[CH:13][CH:14]=[CH:15][C:10]=2[C:9]([F:17])([F:16])[C:8]([F:19])([F:18])[C:7]2[CH:20]=[CH:21][CH:22]=[CH:23][C:6]1=2)[CH2:3][CH3:4].[NH3:24]>>[F:19][C:8]1([F:18])[C:7]2[CH:20]=[CH:21][CH:22]=[CH:23][C:6]=2[CH:5]([CH2:2][CH2:3][CH2:4][NH2:24])[C:11]2[CH:12]=[CH:13][CH:14]=[CH:15][C:10]=2[C:9]1([F:17])[F:16]. Procedure details: A mixture of 1 gram of 5-(1-bromopropyl)-10,10,11,11-tetrafluoro-5H-dibenzo[a,d]cycloheptene and 20 ml. of liquid ammonia is heated in a sealed tube at 100°C. for 8 hours. After cooling, the ammonia is allowed to evaporate at room temperature and the residual product diluted with ether and the ethereal solution of the product washed with water, dried, and concentrated to leave as a residue 10,11-dihydro-10,10,11,11-tetrafluoro-5H-dibenzo[a,d]cycloheptene-5-propylamine. The reactants are Fc1ccc(CBr)c(F)c1, [H][H], COC(=O)C1CCCC1=O, CN(C)C=O, O. The product is COC(=O)C1(Cc2ccc(F)cc2F)CCCC1=O. As a reaction SMILES: [F:13][c:14]1[c:15]([CH2:16][Br:17])[cH:18][cH:19][c:20]([F:22])[cH:21]1.[H:11][H:12].[O:1]=[C:2]1[CH:3]([C:7](=[O:8])[O:9][CH3:10])[CH2:4][CH2:5][CH2:6]1.[O:24]=[CH:25][N:26]([CH3:27])[CH3:28].[OH2:23]>>[O:1]=[C:2]1[C:3]([C:7](=[O:8])[O:9][CH3:10])([CH2:16][c:15]2[c:14]([F:13])[cH:21][c:20]([F:22])[cH:19][cH:18]2)[CH2:4][CH2:5][CH2:6]1. Reactants: C(C)(C)(C)OC(=O)NCC1=NC=C(C2=CC(=C(C=C12)OC)OC)CC(=O)O ([1-(tert-butoxycarbonylamino-methyl)-6,7-dimethoxy-isoquinolin-4-yl]-acetic acid), COCCN (2-methoxy-ethylamine). The product is C(C)(C)(C)OC(NCC1=NC=C(C2=CC(=C(C=C12)OC)OC)CC(NCCOC)=O)=O ({6,7-dimethoxy-4-[(2-methoxy-ethylcarbamoyl)-methyl]-isoquinolin-1-ylmethyl}-carbamic acid tert-butyl ester). RXN SMILES: [C:1]([O:5][C:6]([NH:8][CH2:9][C:10]1[C:19]2[C:14](=[CH:15][C:16]([O:22][CH3:23])=[C:17]([O:20][CH3:21])[CH:18]=2)[C:13]([CH2:24][C:25](O)=[O:26])=[CH:12][N:11]=1)=[O:7])([CH3:4])([CH3:3])[CH3:2].[CH3:28][O:29][CH2:30][CH2:31][NH2:32]>>[C:1]([O:5][C:6](=[O:7])[NH:8][CH2:9][C:10]1[C:19]2[C:14](=[CH:15][C:16]([O:22][CH3:23])=[C:17]([O:20][CH3:21])[CH:18]=2)[C:13]([CH2:24][C:25](=[O:26])[NH:32][CH2:31][CH2:30][O:29][CH3:28])=[CH:12][N:11]=1)([CH3:4])([CH3:3])[CH3:2]. Procedure details: As described in Example 1, 60 mg of [1-(tert-butoxycarbonylamino-methyl)-6,7-dimethoxy-isoquinolin-4-yl]-acetic acid was coupled with 2-methoxy-ethylamine to give 40 mg of {6,7-dimethoxy-4-[(2-methoxy-ethylcarbamoyl)-methyl]-isoquinolin-1-ylmethyl}-carbamic acid tert-butyl ester. H1-NMR (CDCl3): δ, d 8.21 (s, 1H), 7.40 (s, 1H), 7.25 (s, 1H), 6.17 (br s, 1H), 5.74 (br s, 1H), 4.89 (d, J=4.7 Hz, 2H), 4.03 (s, 6H), 3.89 (s, 2H), 3.36 (m, 4H), 3.17 (s, 3H), 1.51 (s, 9H); MS: APCI (M+H) calc'd for C2...